This data is from the Open Reaction Database (ORD), a public repository of structured organic reaction records. The task is: describe an organic reaction: reactants, conditions, products, and yield Starting materials: CC1=C(C#N)C=CC=C1N (2-methyl-3-amino-benzonitrile), C(C)(=O)O (acetic acid), C(C)(=O)OC(C)=O (acetic anhydride). Yields the product CC1=C(C=O)C=CC=C1NC(C)=O (2-methyl-3-acetylamino-benzaldehyde). As a reaction SMILES: [CH3:1][C:2]1[C:9]([NH2:10])=[CH:8][CH:7]=[CH:6][C:3]=1[C:4]#N.[C:11](OC(=O)C)(=[O:13])[CH3:12].C(O)(=[O:20])C>>[CH3:1][C:2]1[C:9]([NH:10][C:11](=[O:13])[CH3:12])=[CH:8][CH:7]=[CH:6][C:3]=1[CH:4]=[O:20]. Procedure: 39 g (0.3 mole) of 2-methyl-3-amino-benzonitrile were dissolved in 75 ml of acetic acid, 30 ml (0.3 mole) of acetic anhydride were added, the mixture was heated with reflux for 5 minutes, and cooled. The solid obtained was filtered off an the evaporation of the solvent furnished an additional quantity of solid which was added to the preceding one. After recrystallisation of the whole from toluene, 44 g (95%) of colourless flakes were obtained, with a melting point of 160° C. Starting materials: O([C@H]1[C@H](O)[C@@H](O)[C@H](O)[C@H](O1)CO)C (methyl β-D-glucopyranoside), N1C=NC=C1 (imidazole), [Si](C1=CC=CC=C1)(C1=CC=CC=C1)(C(C)(C)C)Cl (tert-butyldiphenylsilyl chloride). Solvent: CN(C)C=O (DMF). Reported procedure: To a stirred solution of methyl β-D-glucopyranoside (5 g, 25.7 mmol) in 51 mL of dry DMF was added at room temperature imidazole (5.46 g, 80.2 mmol) followed by tert-butyldiphenylsilyl chloride (11.3 mL, 43.4 mmol). The solution was heated to 50° C. for 24 hours and the DMF was removed under reduced pressure. The reaction mixture was diluted with 200 mL of ethyl acetate and washed with H2O (1×100 mL), saturated aqueous NaCl (1×100 mL), and dried over magnesium sulfate. Concentration and flash ch... Yield: 88.3%. Conditions: temperature 50 celsius. Yields the product [Si](C1=CC=CC=C1)(C1=CC=CC=C1)(C(C)(C)C)OC[C@@H]1[C@H]([C@@H]([C@H]([C@H](OC)O1)O)O)O (Methyl 6-O-tert-butyldiphenylsilyl-β-D-glucopyranoside). As a reaction SMILES: [O:1]([CH3:13])[C@@H:2]1[O:10][C@H:9]([CH2:11][OH:12])[C@@H:7]([OH:8])[C@H:5]([OH:6])[C@H:3]1[OH:4].N1C=CN=C1.[Si:19](Cl)([C:32]([CH3:35])([CH3:34])[CH3:33])([C:26]1[CH:31]=[CH:30][CH:29]=[CH:28][CH:27]=1)[C:20]1[CH:25]=[CH:24][CH:23]=[CH:22][CH:21]=1>CN(C=O)C>[Si:19]([O:12][CH2:11][C@H:9]1[O:10][C@@H:2]([O:1][CH3:13])[C@H:3]([OH:4])[C@@H:5]([OH:6])[C@@H:7]1[OH:8])([C:32]([CH3:35])([CH3:34])[CH3:33])([C:26]1[CH:27]=[CH:28][CH:29]=[CH:30][CH:31]=1)[C:20]1[CH:25]=[CH:24][CH:23]=[CH:22][CH:21]=1.